From a dataset of the Open Reaction Database (ORD), a public repository of structured organic reaction records. describe an organic reaction: reactants, conditions, products, and yield The reactants are BrC=1C=NC2=CC=CC=C2C1Cl (3-bromo-4-chloro-quinoline), C(O)CN (ethanolamine). Solvent: O (water). Conditions: temperature 150 celsius. Yields the product BrC=1C=NC2=CC=CC=C2C1NCCO (3-Bromo-N-(2-hydroxyethyl)-4-quinolinamine). RXN SMILES: [Br:1][C:2]1[CH:3]=[N:4][C:5]2[C:10]([C:11]=1Cl)=[CH:9][CH:8]=[CH:7][CH:6]=2.[CH2:13]([CH2:15][NH2:16])[OH:14]>O>[Br:1][C:2]1[CH:3]=[N:4][C:5]2[C:10]([C:11]=1[NH:16][CH2:15][CH2:13][OH:14])=[CH:9][CH:8]=[CH:7][CH:6]=2. Procedure: A mixture of 9.1 g of 3-bromo-4-chloro-quinoline and 2.0 g of ethanolamine was heated at 150° C. for 30 minutes. The reaction mixture was cooled, 60 ml of water was added and the precipitate was collected by filtration and recrystallized from isopropanol. The yield was 9.5 g, mp 163°-165° C. The reactants are C(C)(C)(C)OC(=O)NCC1CN(CC1)CCN1C(C2=CC=CC=C2C1=O)=O (2-(2-(3-tert-Butoxycarbonylaminomethylpyrrolidin-1-yl)ethyl)-2,3-dihydro-1 H-isoindole-1,3-dione), NC1=CC(=C(C(=O)O)C=C1Cl)OC (4-amino-5-chloro-2-methoxybenzoic acid). Product: NC1=CC(=C(C(=O)NCC2CN(CC2)CCN2C(C3=CC=CC=C3C2=O)=O)C=C1Cl)OC (4-amino-5-chloro-N-(1-(2-(-2,3-dihydro-1 ,3-dioxo-1 H-isoindol-2-yl)ethyl)pyrrolidin-3-ylmethyl)-2-methoxybenzamide). Reaction SMILES: C(O[C:6]([NH:8][CH2:9][CH:10]1[CH2:14][CH2:13][N:12]([CH2:15][CH2:16][N:17]2[C:25](=[O:26])[C:24]3[C:19](=[CH:20][CH:21]=[CH:22][CH:23]=3)[C:18]2=[O:27])[CH2:11]1)=[O:7])(C)(C)C.[NH2:28][C:29]1[C:37]([Cl:38])=[CH:36][C:32](C(O)=O)=[C:31]([O:39][CH3:40])[CH:30]=1>>[NH2:28][C:29]1[C:37]([Cl:38])=[CH:36][C:32]([C:6]([NH:8][CH2:9][CH:10]2[CH2:14][CH2:13][N:12]([CH2:15][CH2:16][N:17]3[C:18](=[O:27])[C:19]4[C:24](=[CH:23][CH:22]=[CH:21][CH:20]=4)[C:25]3=[O:26])[CH2:11]2)=[O:7])=[C:31]([O:39][CH3:40])[CH:30]=1. Reported procedure: 2-(2-(3-tert-Butoxycarbonylaminomethylpyrrolidin-1-yl)ethyl)-2,3-dihydro-1 H-isoindole-1,3-dione (1.5 g) as starting compound was reacted and treated in the same manner as in Example 67 using 4-amino-5-chloro-2-methoxybenzoic acid (0.81 g) to give 4-amino-5-chloro-N-(1-(2-(-2,3-dihydro-1 ,3-dioxo-1 H-isoindol-2-yl)ethyl)pyrrolidin-3-ylmethyl)-2-methoxybenzamide. The reactants are BrC=1C(=CC(=C(C1)[C@]1(N=C(OCC1(F)F)N)C)F)F ((R)-4-(5-bromo-2,4-difluoro-phenyl)-5,5-difluoro-4-methyl-5,6-dihydro-4H-[1,3]oxazin-2-ylamine), N1=CN=CC(=C1)B(O)O (pyrimidin-5-ylboronic acid). RXN SMILES: Br[C:2]1[C:3]([F:19])=[CH:4][C:5]([F:18])=[C:6]([C@:8]2([CH3:17])[C:13]([F:15])([F:14])[CH2:12][O:11][C:10]([NH2:16])=[N:9]2)[CH:7]=1.[N:20]1[CH:25]=[C:24](B(O)O)[CH:23]=[N:22][CH:21]=1>>[F:18][C:5]1[CH:4]=[C:3]([F:19])[C:2]([C:24]2[CH:25]=[N:20][CH:21]=[N:22][CH:23]=2)=[CH:7][C:6]=1[C@:8]1([CH3:17])[C:13]([F:15])([F:14])[CH2:12][O:11][C:10]([NH2:16])=[N:9]1. Reported procedure: In a manner analogous to that described in Example 31, the cross-coupling reaction of (R)-4-(5-bromo-2,4-difluoro-phenyl)-5,5-difluoro-4-methyl-5,6-dihydro-4H-[1,3]oxazin-2-ylamine (intermediate A6.2) and pyrimidin-5-ylboronic acid yielded the title compound as a yellow solid. MS (ISP): m/z=341.1 [M+H]+. The product is FC1=C(C=C(C(=C1)F)C=1C=NC=NC1)[C@]1(N=C(OCC1(F)F)N)C ((R)-4-(2,4-Difluoro-5-pyrimidin-5-yl-phenyl)-5,5-difluoro-4-methyl-5,6-dihydro-4H-[1,3]oxazin-2-ylamine). The reactants are OC(c1ccc(Cl)cc1)c1cc(Br)ccc1F, CC[SiH](CC)CC, CC#N, ClCCl. Yields the product Fc1ccc(Br)cc1Cc1ccc(Cl)cc1. As a reaction SMILES: [Br:1][c:2]1[cH:3][cH:4][c:5]([F:17])[c:6]([CH:8]([OH:9])[c:10]2[cH:11][cH:12][c:13]([Cl:16])[cH:14][cH:15]2)[cH:7]1.[CH2:18]([SiH:19]([CH2:20][CH3:21])[CH2:22][CH3:23])[CH3:24].[CH3:28][C:29]#[N:30].[Cl:25][CH2:26][Cl:27]>>[Br:1][c:2]1[cH:3][cH:4][c:5]([F:17])[c:6]([CH2:8][c:10]2[cH:11][cH:12][c:13]([Cl:16])[cH:14][cH:15]2)[cH:7]1. The reactants are S1C(=CC=C1)C(/C=C/C(=O)O)=O (4-(2-thienyl)-4-oxocrotonic acid), [OH-].[K+] (Potassium hydroxide), NN (hydrazine). Solvent: CO (methanol). The product is S1C(=CC=C1)C1=NNC(C1)C(=O)O ((±)-4,5-Dihydro-3-(2-thienyl)-1H-pyrazole-5-carboxylic acid). Yield: 82.6%. RXN SMILES: [OH-].[K+].[S:3]1[CH:7]=[CH:6][CH:5]=[C:4]1[C:8](=O)/[CH:9]=[CH:10]/[C:11]([OH:13])=[O:12].[NH2:15][NH2:16]>CO>[S:3]1[CH:7]=[CH:6][CH:5]=[C:4]1[C:8]1[CH2:9][CH:10]([C:11]([OH:13])=[O:12])[NH:16][N:15]=1 |f:0.1|. Procedure: Potassium hydroxide (3.3 g) is dissolved in 100 cc of methanol and 9.1 g of 4-(2-thienyl)-4-oxocrotonic acid is added. To the resulting solution is added 2 g of hydrazine and the solution is refluxed for 2 hours. The methanol is removed and the viscous residue dissolved in 80 cc of water. The solution is made strongly acid with 20% HCl and a precipitate forms. It is filtered and air-dried to yield 8.1 g of the title compound, melting point 163°-165° C., dec. After recrystallization from ethanol ... The reactants are O=C([O-])[O-], COC(=O)c1ccc2cc[nH]c2c1, CCOC(C)=O, CN1CCCC1=O, Cl, [Cs+], [Cs+], ClCc1ccccn1. Product: COC(=O)c1ccc2ccn(Cc3ccccn3)c2c1. Reaction SMILES: [C:14](=[O:15])([O-:16])[O-:17].[CH3:1][O:2][C:3](=[O:4])[c:5]1[cH:6][cH:7][c:8]2[cH:9][cH:10][nH:11][c:12]2[cH:13]1.[CH3:29][CH2:30][O:31][C:32](=[O:33])[CH3:34].[CH3:35][N:36]1[CH2:37][CH2:38][CH2:39][C:40]1=[O:41].[ClH:20].[Cs+:18].[Cs+:19].[c:21]1([CH2:27][Cl:28])[cH:22][cH:23][cH:24][cH:25][n:26]1>>[CH3:1][O:2][C:3](=[O:4])[c:5]1[cH:6][cH:7][c:8]2[cH:9][cH:10][n:11]([CH2:27][c:21]3[cH:22][cH:23][cH:24][cH:25][n:26]3)[c:12]2[cH:13]1. Starting materials: [BH4-].[Na+] (Sodium borohydride), COC([C@H](CCN1C(C2=CC=CC=C2C1=O)=O)O)=O ((s)-(+)-α-hydroxy-1,3-dioxo-2-isoindolinebutyric acid methyl ester). Run in C1CCOC1.O (THF water). The product is OC(C(=O)OC)CCN1C(C2=CC=CC=C2[C@@H]1O)=O ((S)-(+)-α,3-Dihydroxy-1-oxo-2-isoindolinebutyric acid, methyl ester). Isolated yield 31.7%. As a reaction SMILES: [BH4-].[Na+].[CH3:3][O:4][C:5](=[O:21])[C@@H:6]([OH:20])[CH2:7][CH2:8][N:9]1[C:17](=[O:18])[C:16]2[C:11](=[CH:12][CH:13]=[CH:14][CH:15]=2)[C:10]1=[O:19]>C1COCC1.O>[OH:20][CH:6]([CH2:7][CH2:8][N:9]1[C@@H:17]([OH:18])[C:16]2[C:11](=[CH:12][CH:13]=[CH:14][CH:15]=2)[C:10]1=[O:19])[C:5]([O:4][CH3:3])=[O:21] |f:0.1,3.4|. Reported procedure: Sodium borohydride (0.474 g, 12.54 mmol) was added portionwise to a -20° C., stirred solution of (s)-(+)-α-hydroxy-1,3-dioxo-2-isoindolinebutyric acid methyl ester (3.0 g, 11.4 mmol) in THF/water (30/1.38 mL) for 6 hours. Upon cooling to room temperature, the reaction mixture was carefully quenched and acidified with 10% aqueous HCl. Aqueous mixture was extracted with ethyl acetate (300 mL). The ethyl acetate extract was washed with water and brine. Silica gel (15 mL) was added. Solvents were re...